This data is from the Open Reaction Database (ORD), a public repository of structured organic reaction records. The task is: describe an organic reaction: reactants, conditions, products, and yield The reactants are CCOC(=O)c1nc(CC)oc1C(F)(F)F, CCO, Cl, [Na+], [OH-]. Yields the product CCc1nc(C(=O)O)c(C(F)(F)F)o1. Reaction SMILES: [CH2:1]([CH3:2])[c:3]1[o:4][c:5]([C:13]([F:14])([F:15])[F:16])[c:6]([C:8](=[O:9])[O:10][CH2:11][CH3:12])[n:7]1.[CH3:20][CH2:21][OH:22].[ClH:19].[Na+:18].[OH-:17]>>[CH2:1]([CH3:2])[c:3]1[o:4][c:5]([C:13]([F:14])([F:15])[F:16])[c:6]([C:8](=[O:9])[OH:10])[n:7]1. Reactants: ClC1=NC=C(C(=N1)C#CC1=C(C=CC=C1)CC(=O)OC)C (methyl 2-(2-((2-chloro-5-methylpyrimidin-4-yl)ethynyl)phenyl)acetate), NC=1C=CC(=NC1)C1CCN(CC1)C(=O)OC(C)(C)C (tert-butyl 4-(5-aminopyridin-2-yl)piperidine-1-carboxylate), C(=O)([O-])[O-].[Cs+].[Cs+] (Cs2CO3), CC1(C2=C(C(=CC=C2)P(C3=CC=CC=C3)C4=CC=CC=C4)OC5=C(C=CC=C51)P(C6=CC=CC=C6)C7=CC=CC=C7)C (Xantphos). The reagents and catalysts are C=1C=CC(=CC1)/C=C/C(=O)/C=C/C2=CC=CC=C2.C=1C=CC(=CC1)/C=C/C(=O)/C=C/C2=CC=CC=C2.C=1C=CC(=CC1)/C=C/C(=O)/C=C/C2=CC=CC=C2.[Pd].[Pd] (Pd2(dba)3). Run in O1CCOCC1 (1,4-dioxane). Reaction conditions: temperature 120 celsius. Yields the product COC(CC1=C(C=CC=C1)C#CC1=NC(=NC=C1C)NC=1C=CC(=NC1)C1CCN(CC1)C(=O)OC(C)(C)C)=O (tert-Butyl 4-(5-((4-((2-(2-methoxy-2-oxoethyl)phenyl)ethynyl)-5-methylpyrimidin-2-yl)amino)pyridin-2-yl)piperidine-1-carboxylate), foam. The yield is 62.0%. RXN SMILES: Cl[C:2]1[N:7]=[C:6]([C:8]#[C:9][C:10]2[CH:15]=[CH:14][CH:13]=[CH:12][C:11]=2[CH2:16][C:17]([O:19][CH3:20])=[O:18])[C:5]([CH3:21])=[CH:4][N:3]=1.[NH2:22][C:23]1[CH:24]=[CH:25][C:26]([CH:29]2[CH2:34][CH2:33][N:32]([C:35]([O:37][C:38]([CH3:41])([CH3:40])[CH3:39])=[O:36])[CH2:31][CH2:30]2)=[N:27][CH:28]=1.C([O-])([O-])=O.[Cs+].[Cs+].CC1(C)C2C(=C(P(C3C=CC=CC=3)C3C=CC=CC=3)C=CC=2)OC2C(P(C3C=CC=CC=3)C3C=CC=CC=3)=CC=CC1=2>O1CCOCC1.C1C=CC(/C=C/C(/C=C/C2C=CC=CC=2)=O)=CC=1.C1C=CC(/C=C/C(/C=C/C2C=CC=CC=2)=O)=CC=1.C1C=CC(/C=C/C(/C=C/C2C=CC=CC=2)=O)=CC=1.[Pd].[Pd]>[CH3:20][O:19][C:17](=[O:18])[CH2:16][C:11]1[CH:12]=[CH:13][CH:14]=[CH:15][C:10]=1[C:9]#[C:8][C:6]1[C:5]([CH3:21])=[CH:4][N:3]=[C:2]([NH:22][C:23]2[CH:24]=[CH:25][C:26]([CH:29]3[CH2:34][CH2:33][N:32]([C:35]([O:37][C:38]([CH3:41])([CH3:40])[CH3:39])=[O:36])[CH2:31][CH2:30]3)=[N:27][CH:28]=2)[N:7]=1 |f:2.3.4,7.8.9.10.11|. Procedure: To a solution of methyl 2-(2-((2-chloro-5-methylpyrimidin-4-yl)ethynyl)phenyl)acetate (K7) (100 mg, 0.333 mmol) in 1,4-dioxane (8 mL) was added tert-butyl 4-(5-aminopyridin-2-yl)piperidine-1-carboxylate (K4) (92.2 mg, 0.333 mmol), Cs2CO3 (433 mg, 1.33 mmol), Pd2(dba)3 (30 mg, 0.033 mmol) and Xantphos (58 mg, 0.10 mmol). The resulting mixture was degassed with nitrogen for 5 minutes before heating under microwave irradiation for 30 minutes at 120° C. The resulting mixture was diluted with EtOAc (... The reactants are O=C([O-])[O-], Cc1ccccc1, CCOC(C)=O, O=C(N1CCc2ccc(Cl)c(OS(=O)(=O)C(F)(F)F)c2CC1)C(F)(F)F, [Cs+], [Cs+], CC(N)c1cccc(F)c1, CC(=O)[O-], CC(=O)[O-], [Pd+2], c1ccc(P(c2ccccc2)c2ccc3ccccc3c2-c2c(P(c3ccccc3)c3ccccc3)ccc3ccccc23)cc1. Yields the product CC(Nc1c(Cl)ccc2c1CCN(C(=O)C(F)(F)F)CC2)c1cccc(F)c1. Reaction SMILES: [C:47](=[O:48])([O-:49])[O-:50].[CH3:89][c:90]1[cH:91][cH:92][cH:93][cH:94][cH:95]1.[CH3:96][CH2:97][O:98][C:99]([CH3:100])=[O:101].[Cl:63][c:64]1[c:65]([O:81][S:82]([C:83]([F:84])([F:85])[F:86])(=[O:87])=[O:88])[c:66]2[c:67]([cH:79][cH:80]1)[CH2:68][CH2:69][N:70]([C:73]([C:74]([F:75])([F:76])[F:77])=[O:78])[CH2:71][CH2:72]2.[Cs+:51].[Cs+:52].[F:53][c:54]1[cH:55][c:56]([CH:60]([CH3:61])[NH2:62])[cH:57][cH:58][cH:59]1.[O-:103][C:104]([CH3:105])=[O:106].[O-:107][C:108]([CH3:109])=[O:110].[Pd+2:102].[cH:1]1[cH:2][cH:3][c:4]([P:5]([c:6]2[cH:7][cH:8][c:9]3[c:10]([cH:11][cH:12][cH:13][cH:14]3)[c:15]2-[c:16]2[c:17]3[c:18]([cH:19][cH:20][cH:21][cH:22]3)[cH:23][cH:24][c:25]2[P:26]([c:27]2[cH:28][cH:29][cH:30][cH:31][cH:32]2)[c:33]2[cH:34][cH:35][cH:36][cH:37][cH:38]2)[c:39]2[cH:40][cH:41][cH:42][cH:43][cH:44]2)[cH:45][cH:46]1>>[F:53][c:54]1[cH:55][c:56]([CH:60]([CH3:61])[NH:62][c:65]2[c:64]([Cl:63])[cH:80][cH:79][c:67]3[c:66]2[CH2:72][CH2:71][N:70]([C:73]([C:74]([F:75])([F:76])[F:77])=[O:78])[CH2:69][CH2:68]3)[cH:57][cH:58][cH:59]1. Product: COCCC1CN(C2=Nc3ccccc3Nc3ccc(Cl)cc32)CCN1. As a reaction SMILES: [CH3:19][O:20][CH2:21][CH2:22][CH:23]1[NH:24][CH2:25][CH2:26][NH:27][CH2:28]1.[CH3:38][S:39]([CH3:40])=[O:41].[CH3:42][CH2:43][O:44][C:45](=[O:46])[CH3:47].[CH3:48][c:49]1[cH:50][cH:51][cH:52][cH:53][cH:54]1.[CH:29]([N:30]([CH2:31][CH3:32])[CH:33]([CH3:34])[CH3:35])([CH3:36])[CH3:37].[Cl:2][c:3]1[cH:4][c:5]2[c:6]([cH:17][cH:18]1)[NH:7][c:8]1[c:9]([cH:13][cH:14][cH:15][cH:16]1)[N:10]=[C:11]2[NH2:12].[ClH:1]>>[Cl:2][c:3]1[cH:4][c:5]2[c:6]([cH:17][cH:18]1)[NH:7][c:8]1[c:9]([cH:13][cH:14][cH:15][cH:16]1)[N:10]=[C:11]2[N:12]1[CH2:26][CH2:25][NH:24][CH:23]([CH2:22][CH2:21][O:20][CH3:19])[CH2:28]1. The reactants are COCCC1CNCCN1, CS(C)=O, CCOC(C)=O, Cc1ccccc1, CCN(C(C)C)C(C)C, NC1=Nc2ccccc2Nc2ccc(Cl)cc21, Cl. The reactants are ClC(=C=C1CC[C@H]2[C@@H]3CCC4=CC(CC[C@]4(C)C3=CC[C@]12C)=O)S(=O)C1=CC=CC=C1 (21-Chloro-21-(phenylsulfinyl)pregna-4,9(11),17(20),20-tetraen-3-one), C1CCOC1 (THF), C[O-].[Na+] (Sodium methoxide). Solvent: CO (methanol). Yields the product ClC(C(=C1CC[C@H]2[C@@H]3CCC4=CC(CC[C@]4(C)C3=CC[C@]12C)=O)OC)S(=O)C1=CC=CC=C1 (21-Chloro-20-methoxy-21-(phenylsulfinyl)pregna-4,9(11),17(20)-trien-3-one). Reaction SMILES: [Cl:1][C:2]([S:24]([C:26]1[CH:31]=[CH:30][CH:29]=[CH:28][CH:27]=1)=[O:25])=[C:3]=[C:4]1[C@:21]2([CH3:22])[C@H:7]([C@H:8]3[C:18](=[CH:19][CH2:20]2)[C@:16]2([CH3:17])[C:11](=[CH:12][C:13](=[O:23])[CH2:14][CH2:15]2)[CH2:10][CH2:9]3)[CH2:6][CH2:5]1.C1C[O:35][CH2:34]C1.C[O-].[Na+]>CO>[Cl:1][CH:2]([S:24]([C:26]1[CH:31]=[CH:30][CH:29]=[CH:28][CH:27]=1)=[O:25])[C:3]([O:35][CH3:34])=[C:4]1[C@:21]2([CH3:22])[C@H:7]([C@H:8]3[C:18](=[CH:19][CH2:20]2)[C@:16]2([CH3:17])[C:11](=[CH:12][C:13](=[O:23])[CH2:14][CH2:15]2)[CH2:10][CH2:9]3)[CH2:6][CH2:5]1 |f:2.3|. Reported procedure: 21-Chloro-21-(phenylsulfinyl)pregna-4,9(11),17(20),20-tetraen-3-one, (V, Example 2, 100 mg) and THF (1 ml) are slurried and cooled to 0°-5° under nitrogen. Sodium methoxide in methanol (25%, 0.05 ml) is added with stirring. The mixture is stirred 1 hr and then quenched with water (10 ml). The mixture is extracted with ethyl acetate (2×15 ml). The organic extracts are combined, backwashed with water (10 ml), dried over sodium sulfate and concentrated under reduced pressure to give the title compo...